Dataset: the Open Reaction Database (ORD), a public repository of structured organic reaction records. Task: describe an organic reaction: reactants, conditions, products, and yield The reactants are Cl (hydrochloric acid), ON=C(C)N (1-(hydroxyimino)ethylamine), COC(=O)C=1C=NC=C(C1)C(=O)OC (3,5-bis(methoxycarbonyl)pyridine), [H-].[Na+] (sodium hydride). The solvent is O (water), C(C)(=O)OCC (ethyl acetate), O1CCCC1 (tetrahydrofuran). Conditions: time 15 minute. The product is CC1=NOC(=N1)C=1C=C(C=NC1)C(=O)O (5-(3-methyl-1,2,4-oxadiazol-5-yl)-3-pyridinecarboxylic acid). Yield: 32.0%. RXN SMILES: [OH:1][N:2]=[C:3]([NH2:5])[CH3:4].[H-].[Na+].C[O:9][C:10]([C:12]1[CH:13]=[N:14][CH:15]=[C:16]([C:18](OC)=O)[CH:17]=1)=[O:11].Cl>O1CCCC1.O.C(OCC)(=O)C>[CH3:4][C:3]1[N:5]=[C:18]([C:16]2[CH:17]=[C:12]([C:10]([OH:11])=[O:9])[CH:13]=[N:14][CH:15]=2)[O:1][N:2]=1 |f:1.2|. Procedure: To a suspension of 1-(hydroxyimino)ethylamine (7.4 g) in dry tetrahydrofuran (450 ml) was added sodium hydride (3.7 g, 60% in mineral oil) carefully. The mixture was stirred at room temperature for 15 minutes, and refluxed for 30 minutes. To this mixture was added 3,5-bis(methoxycarbonyl)pyridine (15 g), and the mixture was refluxed for 3 hours. After being cooled to room temperature, the reaction mixture was poured into a mixture of ethyl acetate (200 ml) and water (200 ml) under stirring. The ... Reactants: BrC=1C=CC=2NC=CC2C1. Reagents/catalysts: N=1C=CC(=CC1C=2N=CC=C(C2)C(C)(C)C)C(C)(C)C, O1B(OC(C)(C)C1(C)C)B2OC(C)(C)C(O2)(C)C, O1BOC(C)(C)C1(C)C, C1CC=CCCC=C1.C1CC=CCCC=C1.[Cl-].[Cl-].[Ir].[Ir]. Run in O1CCCC1. Reaction conditions: temperature 80 celsius, time 6 hour. Yields the product BrC1=CC=2C=CNC2C(=C1)B3OC(C)(C)C(O3)(C)C. Isolated yield 55.0%.